This data is from the Open Reaction Database (ORD), a public repository of structured organic reaction records. The task is: describe an organic reaction: reactants, conditions, products, and yield Starting materials: [OH-].[Na+] (sodium hydroxide), ClC=1C=C(N)C=C(C1)Cl (3,5-dichloroaniline), C(C)C(C(=O)[O-])=O (ethylglyoxalate), C=CC1=CC=CC=C1 (styrene), FC(C(=O)O)(F)F (trifluoroacetic acid). Run in C(C)#N (acetonitrile), C(C)O (ethanol). Yields the product ClC1=C2C(CC(NC2=CC(=C1)Cl)C(=O)O)C1=CC=CC=C1 (5,7-dichloro-4-phenyl-1,2,3,4-tetrahydroquinoline-2-carboxylic Acid). Reaction SMILES: [Cl:1][C:2]1[CH:3]=[C:4]([CH:6]=[C:7]([Cl:9])[CH:8]=1)[NH2:5].[CH2:10]([C:12](=O)[C:13]([O-:15])=[O:14])[CH3:11].C=C[C:19]1[CH:24]=[CH:23][CH:22]=[CH:21][CH:20]=1.FC(F)(F)C(O)=O.[OH-].[Na+]>C(#N)C.C(O)C>[Cl:1][C:2]1[CH:8]=[C:7]([Cl:9])[CH:6]=[C:4]2[C:3]=1[CH:11]([C:19]1[CH:24]=[CH:23][CH:22]=[CH:21][CH:20]=1)[CH2:10][CH:12]([C:13]([OH:15])=[O:14])[NH:5]2 |f:4.5|. Procedure: Compound 15 was prepared by the basic process from 5.0 mmol 3,5-dichloroaniline, 5.5 mmol ethylglyoxalate solution (50% toluene), 15.0 mmol styrene and 5.0 mmol trifluoroacetic acid in 30.0 ml acetonitrile. Subsequent saponification was carried out using 1.0 ml of sodium hydroxide solution (6N water) in 20.0 ml of ethanol.